Dataset: the Open Reaction Database (ORD), a public repository of structured organic reaction records. Task: describe an organic reaction: reactants, conditions, products, and yield Yield: 78.4%. Reported procedure: trans-3 -Nitro-6-oxo-2-phenylpiperidine (80 g, 0.364 mol) was suspended in methanol:dichloromethane (Example 1a, 1:1, 500 ml) under nitrogen. The suspension was cooled to 0° C. and potassium t-butoxide (44.8 g, 0.4 mol) was added in portions over 30 mins. The cooling bath was then removed and the solution stirred for a further 15 mins to afford a clear yellow solution. The solution was then cooled to -78° C. and ozone bubbled through the reaction mixture for 4.5 hrs, the flow of ozone was then s... The reactants are [N+](=O)([O-])[C@H]1[C@@H](NC(CC1)=O)C1=CC=CC=C1 (trans-3 -Nitro-6-oxo-2-phenylpiperidine), CSC (dimethyl sulphide), ClCCl (dichloromethane), CC(C)([O-])C.[K+] (potassium t-butoxide). As a reaction SMILES: [N+]([C@@H:4]1[CH2:9][CH2:8][C:7](=[O:10])[NH:6][C@H:5]1[C:11]1[CH:16]=[CH:15][CH:14]=[CH:13][CH:12]=1)([O-])=O.ClCCl.CC(C)([O-:23])C.[K+].CSC>CO>[O:10]=[C:7]1[CH2:8][CH2:9][C:4](=[O:23])[CH:5]([C:11]2[CH:16]=[CH:15][CH:14]=[CH:13][CH:12]=2)[NH:6]1 |f:2.3|. Reaction conditions: temperature 0 celsius, time 15 minute. Solvent: CO (methanol). The product is O=C1NC(C(CC1)=O)C1=CC=CC=C1 (2,5-dioxo-6-phenylpiperidine). Reactants: C(C(C)(C)C)(=O)N (pivalic acid amide), ClCC(CCl)=O (1,3-dichloro-2-propanone), [OH-].[Na+] (sodium hydroxide). Run at temperature 135 celsius. The product is C(C)(C)(C)C=1OC=C(N1)CCl (2-tert-butyl-4-chloromethyloxazole). The yield is 51.2%. RXN SMILES: [C:1]([NH2:7])(=[O:6])[C:2]([CH3:5])([CH3:4])[CH3:3].[Cl:8][CH2:9][C:10](=O)[CH2:11]Cl.[OH-].[Na+]>>[C:2]([C:1]1[O:6][CH:11]=[C:10]([CH2:9][Cl:8])[N:7]=1)([CH3:5])([CH3:4])[CH3:3] |f:2.3|. Procedure details: 25 g of pivalic acid amide and 25 g of 1,3-dichloro-2-propanone were mixed and heated on an oil bath at 135° C. for 2.5 hours. After having been cooled with ice, the mixture was made alkaline with an aqueous solution of sodium hydroxide added thereto. Then, the resulting product was extracted with ethyl acetate, washed with water, and dried over anhydrous sodium sulfate, and the solvent was distilled off under reduced pressure. The residual product was purified through column chromatography (sil... Reactants: C(C)(C)(C)OC(=O)N[C@@H](C(=O)O)C=CCCCP(=O)(OC(C)C)OC(C)C ((2R)-2-tert.-butoxycarbonylamino-7-diisopropylphosphono-3-heptenoic acid), N,O-bis-trimethylsilylacetamide, C[Si](Br)(C)C (trimethylbromosilane). Solvent: ClCCl (dichloromethane). Run at time 30 hour. Yields the product N[C@@H](C(=O)O)C=CCCCP(=O)(O)O ((2R)-2-amino-7-phosphono-3-heptenoic acid), ( 2S )-isomer. The yield is 5.0%. RXN SMILES: C(OC([NH:8][C@H:9]([CH:13]=[CH:14][CH2:15][CH2:16][CH2:17][P:18]([O:24]C(C)C)([O:20]C(C)C)=[O:19])[C:10]([OH:12])=[O:11])=O)(C)(C)C.C[Si](C)(C)Br>ClCCl>[NH2:8][C@H:9]([CH:13]=[CH:14][CH2:15][CH2:16][CH2:17][P:18]([OH:24])([OH:20])=[O:19])[C:10]([OH:12])=[O:11]. Procedure details: A solution of 3.1 g of acid 7 and 3 ml of N,O-bis-trimethylsilylacetamide in 200 ml of dry dichloromethane is stirred at room temperature for one hour. 3.5 ml of trimethylbromosilane are added, and the mixture is stirred at room temperature for 30 hours. The volatile portions are evaporated off, the residue is taken up in 50 ml of dichloromethane, and 250 ml of water are added at 0°-2°. The aqueous phase is separated off and concentrated to 10 ml under a high vacuum. Chromatography on 20 ml of D... Starting materials: C=CC(C)=C (isoprene), C(=C)C1=NC=CC=C1 (2-vinylpyridine), C(C)(CC)[Li] (secbutyllithium), C(=C)C1=NC=CC=C1 (2-vinylpyridine), C(C)(CC)[Li] (Secbutyllithium), C(=C)C1=NC=CC=C1 (2-vinylpyridine), C=CC(C)=C (isoprene), polyisoprene. Run at temperature 40 celsius, time 15 minute. The product is C=CC(C)=C.C(=C)C1=NC=CC=C1 (Isoprene 2-Vinylpyridine). RXN SMILES: [CH2:1]=[CH:2][C:3](=[CH2:5])[CH3:4].[CH:6]([C:8]1[CH:13]=[CH:12][CH:11]=[CH:10][N:9]=1)=[CH2:7].C([Li])(CC)C>>[CH2:1]=[CH:2][C:3](=[CH2:4])[CH3:5].[CH:6]([C:8]1[CH:13]=[CH:12][CH:11]=[CH:10][N:9]=1)=[CH2:7] |f:3.4|. Reported procedure: The diblock copolymer was prepared by a sequential addition of isoprene and and 2-vinylpyridine to secbutyllithium. Benzene (500 ml) was degassed as before with oxygen-free argon for 45 minutes. Secbutyllithium (0.8 ml of 1.3M, 1.04 mmoles) was syringed in followed by 63.13 g (0.93 moles) of isoprene. The solution was stirred at 35° C. for 15 minutes and 40° C. for 15 minutes. There was an exotherm to 45° C. The solution was stirred at 45° C. for 11/2 hours more. As before the magnetic stirring ... Reactants: COC(=O)CCNC(=O)c1ccc(OC(CCCC(C)C)c2ccc(Br)c(C)c2)cc1, Cc1ccccc1, CC(C)c1ccc(B(O)O)cc1, [F-], [K+]. Reaction SMILES: [CH3:1][O:2][C:3]([CH2:4][CH2:5][NH:6][C:7]([c:8]1[cH:9][cH:10][c:11]([O:14][CH:15]([CH2:16][CH2:17][CH2:18][CH:19]([CH3:20])[CH3:21])[c:22]2[cH:23][c:24]([CH3:29])[c:25]([Br:28])[cH:26][cH:27]2)[cH:12][cH:13]1)=[O:30])=[O:31].[CH3:46][c:47]1[cH:48][cH:49][cH:50][cH:51][cH:52]1.[CH:32]([CH3:33])([CH3:34])[c:35]1[cH:36][cH:37][c:38]([B:41]([OH:42])[OH:43])[cH:39][cH:40]1.[F-:44].[K+:45]>>[CH3:1][O:2][C:3]([CH2:4][CH2:5][NH:6][C:7]([c:8]1[cH:9][cH:10][c:11]([O:14][CH:15]([CH2:16][CH2:17][CH2:18][CH:19]([CH3:20])[CH3:21])[c:22]2[cH:23][c:24]([CH3:29])[c:25](-[c:38]3[cH:37][cH:36][c:35]([CH:32]([CH3:33])[CH3:34])[cH:40][cH:39]3)[cH:26][cH:27]2)[cH:12][cH:13]1)=[O:30])=[O:31]. Yields the product COC(=O)CCNC(=O)c1ccc(OC(CCCC(C)C)c2ccc(-c3ccc(C(C)C)cc3)c(C)c2)cc1. Starting materials: CCCCC(CC)CO, CCCCCC(C)C, O=CC(Cl)(Cl)Cl. Yields the product CCCCC(CC)COC(O)C(Cl)(Cl)Cl. Reaction SMILES: [CH2:1]([CH3:2])[CH:3]([CH2:4][OH:5])[CH2:6][CH2:7][CH2:8][CH3:9].[CH3:16][CH2:17][CH2:18][CH2:19][CH2:20][CH:21]([CH3:22])[CH3:23].[O:10]=[CH:11][C:12]([Cl:13])([Cl:14])[Cl:15]>>[CH2:1]([CH3:2])[CH:3]([CH2:4][O:5][CH:11]([OH:10])[C:12]([Cl:13])([Cl:14])[Cl:15])[CH2:6][CH2:7][CH2:8][CH3:9].